From a dataset of the Open Reaction Database (ORD), a public repository of structured organic reaction records. describe an organic reaction: reactants, conditions, products, and yield Starting materials: C1(CCCC1)=O (cyclopentanone), [H-].[Na+] (sodium hydride), BrCC1=CC=C(S1)C#N (5-bromomethylthiophene-2-carbonitrile), P(OCC)(OCC)OCC (triethyl phosphite). Reagents/catalysts: C1COCCOCCOCCOCCO1 (15-crown-5). The solvent is O1CCCC1 (tetrahydrofuran), O1CCCC1 (tetrahydrofuran). Run at time 2 hour. The product is C1(CCCC1)=CC1=CC=C(S1)C#N (5-cyclopentylidenemethylthiophene-2-carbonitrile). As a reaction SMILES: Br[CH2:2][C:3]1[S:7][C:6]([C:8]#[N:9])=[CH:5][CH:4]=1.P(OCC)(OCC)OCC.[C:20]1(=O)[CH2:24][CH2:23][CH2:22][CH2:21]1.[H-].[Na+]>O1CCCC1.C1OCCOCCOCCOCCOC1>[C:20]1(=[CH:2][C:3]2[S:7][C:6]([C:8]#[N:9])=[CH:5][CH:4]=2)[CH2:24][CH2:23][CH2:22][CH2:21]1 |f:3.4|. Procedure details: In a second process, 20 g of 5-bromomethylthiophene-2-carbonitrile is heated with 200 ml of triethyl phosphite for 4 hours to 150°. Then triethyl phosphite is removed at 40°-60°/0.06 mbar, and the residue is distilled on a bulb tube at 130°-150°/0.004 mbar, resulting in 24 g of (5-cyano-2-thienyl)methylphosphonic acid diethyl ester. Of this product, 5 g is added dropwise, with 1.5 ml of cyclopentanone in 5 ml of tetrahydrofuran, to a suspension of 581 mg of sodium hydride/oil (80% strength) and ... The reactants are ice water, OC1=CC=CC(=N1)C (6-hydroxy-2-methylpyridine), C(CCC)Br (n-butyl bromide), C([O-])([O-])=O.[K+].[K+] (potassium carbonate). Run in CN(C=O)C (dimethylformamide). Reaction conditions: time 8 hour. Yields the product C(CCC)OC1=CC=CC(=N1)C (6-butoxy-α-picoline). The yield is 69.9%. RXN SMILES: [OH:1][C:2]1[N:7]=[C:6]([CH3:8])[CH:5]=[CH:4][CH:3]=1.[CH2:9](Br)[CH2:10][CH2:11][CH3:12].C(=O)([O-])[O-].[K+].[K+]>CN(C)C=O>[CH2:9]([O:1][C:2]1[N:7]=[C:6]([CH3:8])[CH:5]=[CH:4][CH:3]=1)[CH2:10][CH2:11][CH3:12] |f:2.3.4|. Reported procedure: To a solution of 18.7 g (0.17 mol) of 6-hydroxy-2-methylpyridine (commercially available) and 24.0 g (0.17 mol) of n-butyl bromide dissolved in 100 ml of dimethylformamide was added 23.0 g (0.17 mol) of potassium carbonate, and the mixture was stirred at 90°-110° C. for 8 hours. To the mixture was added 300 ml of ice-water, and the mixture extracted with ethyl acetate, followed by a separation of the oily extract obtained by silica gel chromatography (ethyl acetate:hexane=7:97) to give 19.8 g of...